Dataset: the Open Reaction Database (ORD), a public repository of structured organic reaction records. Task: describe an organic reaction: reactants, conditions, products, and yield Reactants: Cl (HCl), NC1=CC2=C(C(=C(O2)C2=C(C=C(C=C2)F)F)C(=O)OCC)C=C1Br (ethyl 6-amino-5-bromo-2-(2,4-difluorophenyl)benzofuran-3-carboxylate), N1=CC=CC=C1 (pyridine), CS(=O)(=O)Cl (methanesulfonyl chloride). The solvent is ClCCl (dichloromethane). Run at temperature 25 celsius, time 8 hour. Yields the product BrC=1C(=CC2=C(C(=C(O2)C2=C(C=C(C=C2)F)F)C(=O)OCC)C1)NS(=O)(=O)C (ethyl 5-bromo-2-(2,4-difluorophenyl)-6-(methylsulfonamido)benzofuran-3-carboxylate). Yield: 94.6%. Reaction SMILES: [NH2:1][C:2]1[C:23]([Br:24])=[CH:22][C:5]2[C:6]([C:17]([O:19][CH2:20][CH3:21])=[O:18])=[C:7]([C:9]3[CH:14]=[CH:13][C:12]([F:15])=[CH:11][C:10]=3[F:16])[O:8][C:4]=2[CH:3]=1.N1C=CC=CC=1.[CH3:31][S:32](Cl)(=[O:34])=[O:33].Cl>ClCCl>[Br:24][C:23]1[C:2]([NH:1][S:32]([CH3:31])(=[O:34])=[O:33])=[CH:3][C:4]2[O:8][C:7]([C:9]3[CH:14]=[CH:13][C:12]([F:15])=[CH:11][C:10]=3[F:16])=[C:6]([C:17]([O:19][CH2:20][CH3:21])=[O:18])[C:5]=2[CH:22]=1. Procedure details: To a solution of ethyl 6-amino-5-bromo-2-(2,4-difluorophenyl)benzofuran-3-carboxylate (310 mg, 0.78 mmol) and pyridine (185 mg, 2.35 mmol) in dichloromethane (10 mL) was added dropwise methanesulfonyl chloride (179 mg, 1.56 mmol) at 0° C., then the mixture was stirred at 25° C. overnight. 10% HCl (aq) was added, then the mixture was extracted with dichloromethane (30 mL*3), dried over Na2SO4, and concentrated to provide ethyl 5-bromo-2-(2,4-difluorophenyl)-6-(methylsulfonamido)benzofuran-3-carbo... Starting materials: [K+], [K+], Nc1c(Nc2cncc(C(F)(F)F)c2)c(=O)c1=O, O=C([O-])[O-], CC(C)(C)C(NC(=O)c1cc(Cl)cc(Cl)c1)n1nnc2ccccc21. Yields the product CC(C)(C)C(NC(=O)c1cc(Cl)cc(Cl)c1)Nc1c(Nc2cncc(C(F)(F)F)c2)c(=O)c1=O. RXN SMILES: [K+:44].[K+:45].[NH2:1][c:2]1[c:3](=[O:18])[c:4](=[O:17])[c:5]1[NH:6][c:7]1[cH:8][n:9][cH:10][c:11]([C:13]([F:14])([F:15])[F:16])[cH:12]1.[O-:46][C:47]([O-:48])=[O:49].[n:19]1([CH:28]([C:29]([CH3:30])([CH3:31])[CH3:32])[NH:33][C:34]([c:35]2[cH:36][c:37]([Cl:42])[cH:38][c:39]([Cl:41])[cH:40]2)=[O:43])[c:20]2[cH:21][cH:22][cH:23][cH:24][c:25]2[n:26][n:27]1>>[NH:1]([c:2]1[c:3](=[O:18])[c:4](=[O:17])[c:5]1[NH:6][c:7]1[cH:8][n:9][cH:10][c:11]([C:13]([F:14])([F:15])[F:16])[cH:12]1)[CH:28]([C:29]([CH3:30])([CH3:31])[CH3:32])[NH:33][C:34]([c:35]1[cH:36][c:37]([Cl:42])[cH:38][c:39]([Cl:41])[cH:40]1)=[O:43]. Starting materials: COC1=C(CN)C=CC(=C1)OC (2,4-dimethoxybenzylamine), S(=O)(=O)([O-])[O-].[Mg+2] (magnesium sulfate), C(C=O)(=O)OC (methyl glyoxalate). The solvent is C(Cl)Cl (methylene chloride), C(Cl)Cl (methylene chloride). Reaction conditions: time 15 hour. The product is COC1=C(CN=CC(=O)OC)C=CC(=C1)OC (Methyl N-(2,4-dimethoxybenzyl)iminoacetate). RXN SMILES: [CH3:1][O:2][C:3]1[CH:10]=[C:9]([O:11][CH3:12])[CH:8]=[CH:7][C:4]=1[CH2:5][NH2:6].S([O-])([O-])(=O)=O.[Mg+2].[C:19]([O:23][CH3:24])(=[O:22])[CH:20]=O>C(Cl)Cl>[CH3:1][O:2][C:3]1[CH:10]=[C:9]([O:11][CH3:12])[CH:8]=[CH:7][C:4]=1[CH2:5][N:6]=[CH:20][C:19]([O:23][CH3:24])=[O:22] |f:1.2|. Reported procedure: To a mixture containing 16.82 g (0.101 mole) of 2,4-dimethoxybenzylamine and anhydrous magnesium sulfate in 150 ml of methylene chloride at 25° is added a solution of 10.05 g (0.114 mole) of methyl glyoxalate in 20 ml of methylene chloride. The reaction mixture is stirred at room temperature overnight (15 hours) and then is filtered and the solvents are removed in vacuo to afford the imine as a dark orange gum. Starting materials: NC1=CC=C(C2=CC=CC=C12)OC1=CC=NC=2N=C(C(NC21)=O)C(F)(F)F (8-(4-aminonaphthalen-1-yloxy)-3-(trifluoromethyl)pyrido[2,3-b]pyrazin-2(1H)-one), FC1=C(C=C(C=C1)C(F)(F)F)N=C=O (1-fluoro-2-isocyanato-4-(trifluoromethyl)benzene). Product: FC1=C(C=C(C=C1)C(F)(F)F)NC(=O)NC1=CC=C(C2=CC=CC=C12)OC1=CC=NC=2N=C(C(NC21)=O)C(F)(F)F (1-(2-fluoro-5-(trifluoromethyl)phenyl)-3-(4-(2-oxo-3-(trifluoromethyl)-1,2-dihydropyrido[2,3-b]pyrazin-8-yloxy)naphthalen-1-yl)urea). Reaction SMILES: [NH2:1][C:2]1[C:11]2[C:6](=[CH:7][CH:8]=[CH:9][CH:10]=2)[C:5]([O:12][C:13]2[C:22]3[NH:21][C:20](=[O:23])[C:19]([C:24]([F:27])([F:26])[F:25])=[N:18][C:17]=3[N:16]=[CH:15][CH:14]=2)=[CH:4][CH:3]=1.[F:28][C:29]1[CH:34]=[CH:33][C:32]([C:35]([F:38])([F:37])[F:36])=[CH:31][C:30]=1[N:39]=[C:40]=[O:41]>>[F:28][C:29]1[CH:34]=[CH:33][C:32]([C:35]([F:38])([F:37])[F:36])=[CH:31][C:30]=1[NH:39][C:40]([NH:1][C:2]1[C:11]2[C:6](=[CH:7][CH:8]=[CH:9][CH:10]=2)[C:5]([O:12][C:13]2[C:22]3[NH:21][C:20](=[O:23])[C:19]([C:24]([F:27])([F:26])[F:25])=[N:18][C:17]=3[N:16]=[CH:15][CH:14]=2)=[CH:4][CH:3]=1)=[O:41]. Reported procedure: Method F2 was used with 8-(4-aminonaphthalen-1-yloxy)-3-(trifluoromethyl)pyrido[2,3-b]pyrazin-2(1H)-one and 1-fluoro-2-isocyanato-4-(trifluoromethyl)benzene to afford the title compound was obtained as a slightly yellow solid (5 mg, 5%). Procedure: This compound was prepared using a method analogous to that of 5-hydroxyfuro[2,3-c]pyridazine-6-carboxylic acid ethyl ester (A.2.3.1), 5-bromo-2-chloroisonicotinic acid ethyl ester replacing 3-chloropyridazine-4-carboxylic acid ethyl ester. Purification by CC (KP-SIL™ from Biotage) using EtOAc/MeOH (9/1) gives the desired product as brown solid; Yields the product C(C)OC(=O)C1=C(C=2C(=CN=C(C2)Cl)O1)O (5-chloro-3-hydroxyfuro[2,3-c]pyridine-2-carboxylic acid ethyl ester). RXN SMILES: [CH2:1]([O:3][C:4]([C:6]1[O:14]C2N=NC=CC=2C=1O)=[O:5])[CH3:2].C(O[C:19](=[O:28])[C:20]1[C:25](Br)=[CH:24][N:23]=[C:22]([Cl:27])[CH:21]=1)C>>[CH2:1]([O:3][C:4]([C:6]1[O:14][C:25]2=[CH:24][N:23]=[C:22]([Cl:27])[CH:21]=[C:20]2[C:19]=1[OH:28])=[O:5])[CH3:2]. The reactants are C(C)OC(=O)C1=C(C2=C(N=NC=C2)O1)O (5-hydroxyfuro[2,3-c]pyridazine-6-carboxylic acid ethyl ester), C(C)OC(C1=CC(=NC=C1Br)Cl)=O (5-bromo-2-chloroisonicotinic acid ethyl ester).